From a dataset of the Open Reaction Database (ORD), a public repository of structured organic reaction records. describe an organic reaction: reactants, conditions, products, and yield The reactants are CCO, CCOC(=O)Cl, ClCCl, Cl, CCOC(=O)CCN(C(=O)c1ccc2c(c1)nc(CNc1ccc(C(=N)N)cc1OC)n2C)c1ccccn1. Product: CCOC(=O)CCN(C(=O)c1ccc2c(c1)nc(CNc1ccc(C(=N)NC(=O)OCC)cc1OC)n2C)c1ccccn1. As a reaction SMILES: [CH2:47]([OH:48])[CH3:49].[Cl:41][C:42](=[O:43])[O:44][CH2:45][CH3:46].[Cl:50][CH2:51][Cl:52].[ClH:1].[n:2]1[c:3]([N:8]([C:9](=[O:10])[c:11]2[cH:12][c:13]3[c:14]([n:15]([CH3:31])[c:16]([CH2:18][NH:19][c:20]4[c:21]([O:29][CH3:30])[cH:22][c:23]([C:26]([NH2:27])=[NH:28])[cH:24][cH:25]4)[n:17]3)[cH:32][cH:33]2)[CH2:34][CH2:35][C:36](=[O:37])[O:38][CH2:39][CH3:40])[cH:4][cH:5][cH:6][cH:7]1>>[n:2]1[c:3]([N:8]([C:9](=[O:10])[c:11]2[cH:12][c:13]3[c:14]([n:15]([CH3:31])[c:16]([CH2:18][NH:19][c:20]4[c:21]([O:29][CH3:30])[cH:22][c:23]([C:26](=[NH:27])[NH:28][C:42](=[O:43])[O:44][CH2:45][CH3:46])[cH:24][cH:25]4)[n:17]3)[cH:32][cH:33]2)[CH2:34][CH2:35][C:36](=[O:37])[O:38][CH2:39][CH3:40])[cH:4][cH:5][cH:6][cH:7]1. The reactants are [C-]#N, C1CCNC1, CCOC(C)=O, CCO, [K+], O=CC1CCC2(CC1)OCCO2, O. The product is N#CC(C1CCC2(CC1)OCCO2)N1CCCC1. RXN SMILES: [C-:1]#[N:2].[CH2:4]1[CH2:5][CH2:6][NH:7][CH2:8]1.[CH3:21][CH2:22][O:23][C:24](=[O:25])[CH3:26].[CH3:27][CH2:28][OH:29].[K+:3].[O:9]1[CH2:10][CH2:11][O:12][C:13]12[CH2:14][CH2:15][CH:16]([CH:19]=[O:20])[CH2:17][CH2:18]2.[OH2:30]>>[C:1](#[N:2])[CH:19]([N:7]1[CH2:6][CH2:5][CH2:4][CH2:8]1)[CH:16]1[CH2:15][CH2:14][C:13]2([O:9][CH2:10][CH2:11][O:12]2)[CH2:18][CH2:17]1. The reactants are CCOC(=O)C (EtOAc), [BH4-].[Na+] (sodium borohydride), ClC1=C(C(=NC(=C1)Cl)C(=O)OC)OC (Methyl 4,6-dichloro-3-methoxypicolinate), [N-]=[N+]=[N-].[Na+] (sodium azide). Run in O (H2O), CN(C=O)C (N,N-dimethylformamide), O (H2O). Conditions: temperature 50 celsius, time 1 hour. Yields the product NC1=C(C(=NC(=C1)Cl)C(=O)OC)OC (methyl 4-amino-6-chloro-3-methoxypicolinate). Yield: 33.0%. Reaction SMILES: Cl[C:2]1[CH:7]=[C:6]([Cl:8])[N:5]=[C:4]([C:9]([O:11][CH3:12])=[O:10])[C:3]=1[O:13][CH3:14].[N-:15]=[N+]=[N-].[Na+].CCOC(C)=O.[BH4-].[Na+]>CN(C)C=O.O>[NH2:15][C:2]1[CH:7]=[C:6]([Cl:8])[N:5]=[C:4]([C:9]([O:11][CH3:12])=[O:10])[C:3]=1[O:13][CH3:14] |f:1.2,4.5|. Procedure details: Methyl 4,6-dichloro-3-methoxypicolinate (320 mg, 1.4 mmol) was dissolved in dry N,N-dimethylformamide (DMF; 5 mL), treated with sodium azide (130 mg, 2.0 mmol) and heated at 50° C. for 5 h. After cooling, the mixture was shaken with EtOAc (20 mL) and H2O (10 mL). The organic phase was washed with H2O (2×10 mL) and satd aq NaCl (1×10 mL), dried (Na2SO4) and evaporated. This material was dissolved in methyl alcohol (CH3OH; 15 mL), treated with sodium borohydride (NaBH4; 55 mg, 1.4 mmol) and stirre...